Dataset: the Open Reaction Database (ORD), a public repository of structured organic reaction records. Task: describe an organic reaction: reactants, conditions, products, and yield Reactants: C(O)([O-])=O.[Na+] (sodium hydrogen carbonate), NC1=C(SC(=C1)C1=CC=NC=C1)C(=O)N (3-amino-5-(pyridin-4-yl)thiophene-2-carboxamide), C(=O)(OC(C)(C)C)N1CCC(CC1)=O (N-Boc-piperidin-4-one), O.C1(=CC=C(C=C1)S(=O)(=O)O)C (p-toluenesulfonic acid monohydrate). Run in C(C)(=O)O (acetic acid). Run at temperature 70 celsius, time 1 hour. Yields the product O=C1C2=C(NC3(N1)CCN(CC3)C(=O)OC(C)(C)C)C=C(S2)C2=CC=NC=C2 (tert-butyl 4′-oxo-6′-(pyridin-4-yl)-3′,4′-dihydro-1′H-spiro[piperidine-4,2′-thieno[3,2-d]pyrimidine]-1-carboxylate). Isolated yield 91.9%. As a reaction SMILES: [NH2:1][C:2]1[CH:6]=[C:5]([C:7]2[CH:12]=[CH:11][N:10]=[CH:9][CH:8]=2)[S:4][C:3]=1[C:13]([NH2:15])=[O:14].[C:16]([N:23]1[CH2:28][CH2:27][C:26](=O)[CH2:25][CH2:24]1)([O:18][C:19]([CH3:22])([CH3:21])[CH3:20])=[O:17].O.C1(C)C=CC(S(O)(=O)=O)=CC=1.C(=O)([O-])O.[Na+]>C(O)(=O)C>[O:14]=[C:13]1[NH:15][C:26]2([CH2:27][CH2:28][N:23]([C:16]([O:18][C:19]([CH3:22])([CH3:21])[CH3:20])=[O:17])[CH2:24][CH2:25]2)[NH:1][C:2]2[CH:6]=[C:5]([C:7]3[CH:8]=[CH:9][N:10]=[CH:11][CH:12]=3)[S:4][C:3]1=2 |f:2.3,4.5|. Procedure details: A mixture of 3-amino-5-(pyridin-4-yl)thiophene-2-carboxamide (0.108 g, 0.500 mmol), N-Boc-piperidin-4-one (0.600 mg, 3.00 mmol), p-toluenesulfonic acid monohydrate (0.0095 g, 0.050 mmol) and acetic acid (3.0 mL) was stirred for 1 h at 70° C. The mixture was poured into sat. aqueous sodium hydrogen carbonate (100 mL). Extraction with ethyl acetate-tetrahydrofuran (3:1, 100 mL), drying over magnesium sulfate, filtration and concentration at reduced pressure gave a solid. The solid was triturated w... The reactants are N1CCC(CC1)CC(=O)C1=CC=NC2=CC=CC=C12 (2-(4-piperidyl)-1-(4-quinolyl)-ethanone), O.NN (hydrazine hydrate), [OH-].[Na+] (sodium hydroxide). Run in C(COCCO)O (diethylene glycol), O (water). Conditions: temperature 180 celsius, time 18 hour. Product: N1CCC(CC1)CCC1=CC=NC2=CC=CC=C12 (4-[2-(4-Piperidyl)-Ethyl]-Quinoline). The yield is 81.4%. RXN SMILES: [NH:1]1[CH2:6][CH2:5][CH:4]([CH2:7][C:8]([C:10]2[C:19]3[C:14](=[CH:15][CH:16]=[CH:17][CH:18]=3)[N:13]=[CH:12][CH:11]=2)=O)[CH2:3][CH2:2]1.O.NN.[OH-].[Na+]>C(O)COCCO.O>[NH:1]1[CH2:6][CH2:5][CH:4]([CH2:7][CH2:8][C:10]2[C:19]3[C:14](=[CH:15][CH:16]=[CH:17][CH:18]=3)[N:13]=[CH:12][CH:11]=2)[CH2:3][CH2:2]1 |f:1.2,3.4|. Procedure details: A mixture of 13 g of 2-(4-piperidyl)-1-(4-quinolyl)-ethanone, prepared as indicated in Example 1, and 10 ml of 98% hydrazine hydrate in 150 ml of diethylene glycol is heated at 180° C. for 2 hours. After cooling, 15 g of sodium hydroxide pellets are added and the mixture is kept at 180° C. for 18 hours. The reaction mixture is diluted with water, extracted with chloroform. The organic phase is washed with water, dried and evaporated under reduced pressure. 10 g of the desired product are obtaine... The reactants are N (ammonia), C(C)(=O)OCC=1CS[C@H]2N(C1C(=O)O)C([C@H]2N)=O (3-acetoxymethyl-7β-aminoceph-3-em-4-carboxylic acid), C(=O)O (formic acid), C(C)(=O)O (acetic acid). Solvent: O (water), CC(=O)C (acetone). The product is C(C)(=O)OCC1=CS[C@H]2N([C@H]1C(=O)O)C([C@H]2N)=O (3-Acetoxymethyl-7β-aminoceph-2-em-4α-carboxylic acid). As a reaction SMILES: N.C(O)=O.C(O)(=O)C.[C:9]([O:12][CH2:13][C:14]1[CH2:15][S:16][C@@H:17]2[C@H:24]([NH2:25])[C:23](=[O:26])[N:18]2[C:19]=1[C:20]([OH:22])=[O:21])(=[O:11])[CH3:10]>O.CC(C)=O>[C:9]([O:12][CH2:13][C:14]1[C@H:19]([C:20]([OH:22])=[O:21])[N:18]2[C:23](=[O:26])[C@@H:24]([NH2:25])[C@H:17]2[S:16][CH:15]=1)(=[O:11])[CH3:10]. Procedure: 3-Acetoxymethyl-7β-formamidoceph-2-em-4α-carboxylic acid (1.5 g, 0.5 mmol) was dissolved in dioxan (12 ml) containing 50% conc. hydrochloric acid (1.7 ml.) at room temperature. After 2 hr. the excess solvent was removed by freeze-drying to give solid hydrochloride (1.5 g., 100%). Adjustment of the pH to the isoelectric point with a dilute ammonia solution failed to give a precipitate of the zwitterion. The infrared and n.m.r. results on the freeze-dried solution were consistant with the structur... Reactants: CCc1ccc(C2CCCN2)cc1, O=S(=O)(Cl)c1ccc(Cl)cc1. Yields the product CCc1ccc(C2CCCN2S(=O)(=O)c2ccc(Cl)cc2)cc1. Reaction SMILES: [CH2:1]([CH3:2])[c:3]1[cH:4][cH:5][c:6]([CH:9]2[NH:10][CH2:11][CH2:12][CH2:13]2)[cH:7][cH:8]1.[Cl:14][c:15]1[cH:16][cH:17][c:18]([S:21](=[O:22])(=[O:23])[Cl:24])[cH:19][cH:20]1>>[CH2:1]([CH3:2])[c:3]1[cH:4][cH:5][c:6]([CH:9]2[N:10]([S:21]([c:18]3[cH:17][cH:16][c:15]([Cl:14])[cH:20][cH:19]3)(=[O:22])=[O:23])[CH2:11][CH2:12][CH2:13]2)[cH:7][cH:8]1.